This data is from the Open Reaction Database (ORD), a public repository of structured organic reaction records. The task is: describe an organic reaction: reactants, conditions, products, and yield The reactants are CSc1ccc(Br)cn1, CCOC(C)=O, CC(=O)O, O. Product: CS(=O)c1ccc(Br)cn1. RXN SMILES: [Br:1][c:2]1[cH:3][cH:4][c:5]([S:8][CH3:9])[n:6][cH:7]1.[CH3:10][CH2:11][O:12][C:13](=[O:14])[CH3:15].[CH3:17][C:18](=[O:19])[OH:20].[OH2:16]>>[Br:1][c:2]1[cH:3][cH:4][c:5]([S:8]([CH3:9])=[O:12])[n:6][cH:7]1. The reactants are COC=1C=CC=C2C(=C(C=NC12)C(=O)OCC)Cl (Ethyl 8-methoxy-4-chloroquinoline-3-carboxylate), OC1=CC(=C(N)C=C1)C (4-hydroxy-2-methylaniline). The solvent is C(C)O (ethanol). Product: COC=1C=CC=C2C(=C(C=NC12)C(=O)OCC)NC1=C(C=C(C=C1)O)C (Ethyl 8-methoxy-4-(4-hydroxy-2-methylphenylamino)-quinoline-3-carboxylate). Reaction SMILES: [CH3:1][O:2][C:3]1[CH:4]=[CH:5][CH:6]=[C:7]2[C:12]=1[N:11]=[CH:10][C:9]([C:13]([O:15][CH2:16][CH3:17])=[O:14])=[C:8]2Cl.[OH:19][C:20]1[CH:26]=[CH:25][C:23]([NH2:24])=[C:22]([CH3:27])[CH:21]=1>C(O)C>[CH3:1][O:2][C:3]1[CH:4]=[CH:5][CH:6]=[C:7]2[C:12]=1[N:11]=[CH:10][C:9]([C:13]([O:15][CH2:16][CH3:17])=[O:14])=[C:8]2[NH:24][C:23]1[CH:25]=[CH:26][C:20]([OH:19])=[CH:21][C:22]=1[CH3:27]. Reported procedure: Ethyl 8-methoxy-4-chloroquinoline-3-carboxylate (2.6 g, 0.0098 mol) and 4-hydroxy-2-methylaniline (2.4 g, 0.0196 mol) in ethanol (150 ml) were heated under refulx for 30 minutes. The solvent was evaporated under reduced pressure. The residue was dissolved in chloroform and extracted with 2N hydrochloric acid (3×100 ml). On basification of the chloroform extracts, a solid precipitated out, this was collected by filtration and dried. Recrystallisation from dimethylformamide gave the title compound... Starting materials: C(CCC)N1SC2=NC3=C(N2C1=O)C=CC=C3 (2-butyl -1,2,4-thiadiazolo[4,5-a]benzimidazole-3(2H)-one), C(#N)C1=NC=CC=C1 (2-cyanopyridine). Run in ClCCl (dichloromethane). Run at time 72 hour. Product: N1=C(C=CC=C1)C1=NSC2=NC3=C(N21)C=CC=C3 (3-(2-pyridyl)-1,2,4-thiadiazolo[4,5-a]benzimidazole). Yield: 67.9%. As a reaction SMILES: C([N:5]1[C:12](=O)[N:11]2[C:7](=[N:8][C:9]3[CH:17]=[CH:16][CH:15]=[CH:14][C:10]=32)[S:6]1)CCC.C([C:20]1[CH:25]=[CH:24][CH:23]=[CH:22][N:21]=1)#N>ClCCl>[N:21]1[CH:22]=[CH:23][CH:24]=[CH:25][C:20]=1[C:12]1[N:11]2[C:7](=[N:8][C:9]3[CH:17]=[CH:16][CH:15]=[CH:14][C:10]=32)[S:6][N:5]=1. Procedure details: A mixture of 2-butyl -1,2,4-thiadiazolo[4,5-a]benzimidazole-3(2H)-one (15.0 g, 60.7 mmole) and 2-cyanopyridine (13.3 g, 0.13 mole) in 150 mL of dichloromethane was stirred at room temperature for 72 h. The precipitate was filtered and washed with dichloromethane to give 10.4 g (68%) of 3-(2-pyridyl)-1,2,4-thiadiazolo[4,5-a]benzimidazole as a white solid: mp 173°-174° C.; 1H NMR (CDCl3) δ8.90 (d, 1H), 8.70 (d, 1H), 8.30 (d, 1H), 7.99 (t, 1H), 7.80 (d, 1H), 7.57 (t, 1H), 7.47 (t, 1H), 7.37 (t, 1H)... Starting materials: CCO, [H][H], CC1(C)Oc2cc([N+](=O)[O-])c(N)cc2C(N2CCCCC2)C1O. Product: CC1(C)Oc2cc(N)c(N)cc2C(N2CCCCC2)C1O. RXN SMILES: [CH3:26][CH2:27][OH:28].[H:24][H:25].[NH2:1][c:2]1[cH:3][c:4]2[c:5]([cH:19][c:20]1[N+:21]([O-:22])=[O:23])[O:6][C:7]([CH3:17])([CH3:18])[CH:8]([OH:16])[CH:9]2[N:10]1[CH2:11][CH2:12][CH2:13][CH2:14][CH2:15]1>>[NH2:1][c:2]1[cH:3][c:4]2[c:5]([cH:19][c:20]1[NH2:21])[O:6][C:7]([CH3:17])([CH3:18])[CH:8]([OH:16])[CH:9]2[N:10]1[CH2:11][CH2:12][CH2:13][CH2:14][CH2:15]1. Reactants: CNC(=O)C(Cc1ccc(OC)cc1)NC(=O)C(CC(C)C)C(CC(=O)N1CCN(C)CC1)SC(C)=O, CO, N. The product is CNC(=O)C(Cc1ccc(OC)cc1)NC(=O)C(CC(C)C)C(S)CC(=O)N1CCN(C)CC1. Reaction SMILES: [C:1](=[O:2])([CH3:3])[S:4][CH:5]([CH2:6][C:7](=[O:8])[N:9]1[CH2:10][CH2:11][N:12]([CH3:15])[CH2:13][CH2:14]1)[CH:16]([CH2:17][CH:18]([CH3:19])[CH3:20])[C:21](=[O:22])[NH:23][CH:24]([CH2:25][c:26]1[cH:27][cH:28][c:29]([O:32][CH3:33])[cH:30][cH:31]1)[C:34](=[O:35])[NH:36][CH3:37].[CH3:39][OH:40].[NH3:38]>>[SH:4][CH:5]([CH2:6][C:7](=[O:8])[N:9]1[CH2:10][CH2:11][N:12]([CH3:15])[CH2:13][CH2:14]1)[CH:16]([CH2:17][CH:18]([CH3:19])[CH3:20])[C:21](=[O:22])[NH:23][CH:24]([CH2:25][c:26]1[cH:27][cH:28][c:29]([O:32][CH3:33])[cH:30][cH:31]1)[C:34](=[O:35])[NH:36][CH3:37]. Reactants: CC(=O)O, CCOCc1nc(N)c2nc(C)cnc2n1, [Na+], [OH-]. Product: CCOCc1nc2ncc(C)nc2c(=O)[nH]1. Reaction SMILES: [CH3:17][C:18]([OH:19])=[O:20].[NH2:1][c:2]1[n:3][c:4]([CH2:13][O:14][CH2:15][CH3:16])[n:5][c:6]2[n:7][cH:8][c:9]([CH3:12])[n:10][c:11]12.[Na+:22].[OH-:21]>>[c:2]1(=[O:19])[nH:3][c:4]([CH2:13][O:14][CH2:15][CH3:16])[n:5][c:6]2[n:7][cH:8][c:9]([CH3:12])[n:10][c:11]12. The reactants are ClC1=CC=C(OCC(C)(C)NC(C=C)=O)C=C1 (N-[2-(4-chlorophenoxy)-1,1-dimethylethyl]acrylamide), N1C=NC=C1 (imidazole), [OH-].C(C1=CC=CC=C1)[N+](C)(C)C (benzyltrimethylammonium hydroxide), solution, O1CCOCC1 (1,4-dioxane). Solvent: CO (methanol). Run at temperature 95 celsius. The product is ClC1=CC=C(OCC(C)(C)NC(CCN2C=NC=C2)=O)C=C1 (N-[2-(4-chlorophenoxy)-1,1-dimethylethyl]-3-(imidazol-1-yl)propionamide). As a reaction SMILES: [Cl:1][C:2]1[CH:17]=[CH:16][C:5]([O:6][CH2:7][C:8]([NH:11][C:12](=[O:15])[CH:13]=[CH2:14])([CH3:10])[CH3:9])=[CH:4][CH:3]=1.[NH:18]1[CH:22]=[CH:21][N:20]=[CH:19]1.[OH-].C([N+](C)(C)C)C1C=CC=CC=1.O1CCOCC1>CO>[Cl:1][C:2]1[CH:3]=[CH:4][C:5]([O:6][CH2:7][C:8]([NH:11][C:12](=[O:15])[CH2:13][CH2:14][N:18]2[CH:22]=[CH:21][N:20]=[CH:19]2)([CH3:9])[CH3:10])=[CH:16][CH:17]=1 |f:2.3|. Procedure details: A mixture of N-[2-(4-chlorophenoxy)-1,1-dimethylethyl]acrylamide (4.5 g), imidazole (1.24 g), benzyltrimethylammonium hydroxide (0.62 ml of a 40% solution in methanol, Triton®B) and 1,4-dioxane (40 ml) was heated at 95° C. for 7 hours. The solvent was removed under reduced pressure and the residue was dissolved in dichloromethane. This solution was extracted with 5M hydrochloric acid. The combined acid extracts were basified with 10M sodium hydroxide solution and extracted with dichloromethane t...